From a dataset of the Open Reaction Database (ORD), a public repository of structured organic reaction records. describe an organic reaction: reactants, conditions, products, and yield The reactants are C1(=CC=C(C=C1)S(=O)(=O)Cl)C (p-Toluene-sulphonyl chloride), CC1(OC2=CC(=CC=C2C(C1)C1=CC=C(C=C1)C(F)(F)F)OCCO)C (2,2-dimethyl-7-(2-hydroxyethyloxy)-4-(4-trifluoromethylphenyl)chroman). The solvent is N1=CC=CC=C1 (pyridine). Conditions: time 2 hour. The product is S(=O)(=O)(O)C1=CC=C(C)C=C1.CC1(OC2=CC(=CC=C2C(C1)C1=CC=C(C=C1)C(F)(F)F)OCCO)C (2,2-Dimethyl-7-(2-hydroxyethyloxy)-4-(4-trifluoromethylphenyl)chroman tosylate). Reaction SMILES: [C:1]1([CH3:11])[CH:6]=[CH:5][C:4]([S:7](Cl)(=[O:9])=[O:8])=[CH:3][CH:2]=1.[CH3:12][C:13]1([CH3:37])[CH2:22][CH:21]([C:23]2[CH:28]=[CH:27][C:26]([C:29]([F:32])([F:31])[F:30])=[CH:25][CH:24]=2)[C:20]2[C:15](=[CH:16][C:17]([O:33][CH2:34][CH2:35][OH:36])=[CH:18][CH:19]=2)[O:14]1>N1C=CC=CC=1>[S:7]([C:4]1[CH:5]=[CH:6][C:1]([CH3:11])=[CH:2][CH:3]=1)([OH:14])(=[O:9])=[O:8].[CH3:12][C:13]1([CH3:37])[CH2:22][CH:21]([C:23]2[CH:28]=[CH:27][C:26]([C:29]([F:30])([F:32])[F:31])=[CH:25][CH:24]=2)[C:20]2[C:15](=[CH:16][C:17]([O:33][CH2:34][CH2:35][OH:36])=[CH:18][CH:19]=2)[O:14]1 |f:3.4|. Reported procedure: p-Toluene-sulphonyl chloride (0.42 g) was added portionwise to a solution of 2,2-dimethyl-7-(2-hydroxyethyloxy)-4-(4-trifluoromethylphenyl)chroman (0.7 g) in pyridine (20 ml.) and the solution left at room temperature for 2 hours and then at 0° C. for 12 hours. The reaction mixture was poured onto ice, extracted with ether (2×100 ml.) and the ether extract dried (sodium sulphate). Removal of the solvent under reduced pressure gave an oil (0.65 g.) which had spectroscopic properties consistent wi... The reactants are N1(C=NC=C1)C[C@H](C1=CC=CC=C1)OC1=C(C=2CCCC(C2C=C1)=O)CSC1=CC=C(C(=O)O)C=C1 (4-{[(2-{[(1S)-2-(1H-imidazol-1-yl)-1-phenylethyl]oxy}-5-oxo-5,6,7,8-tetrahydro-1-naphthalenyl)methyl]sulfanyl}benzoic acid), N[C@@H](CO)CC ((R)-2-amino-1-butanol). The product is OC[C@@H](CC)NC(C1=CC=C(C=C1)SCC1=C(C=CC=2C(CCCC12)=O)O[C@H](CN1C=NC=C1)C1=CC=CC=C1)=O (N-[(1R)-1-(Hydroxymethyl)propyl]-4-{[(2-{[(1S)-2-(1H-imidazol-1-yl)-1-phenylethyl]oxy}-5-oxo-5,6,7,8-tetrahydro-1-naphthalenyl)methyl]sulfanyl}benzamide). Isolated yield 93.0%. RXN SMILES: [N:1]1([CH2:6][C@@H:7]([O:14][C:15]2[CH:24]=[CH:23][C:22]3[C:21](=[O:25])[CH2:20][CH2:19][CH2:18][C:17]=3[C:16]=2[CH2:26][S:27][C:28]2[CH:36]=[CH:35][C:31]([C:32](O)=[O:33])=[CH:30][CH:29]=2)[C:8]2[CH:13]=[CH:12][CH:11]=[CH:10][CH:9]=2)[CH:5]=[CH:4][N:3]=[CH:2]1.[NH2:37][C@H:38]([CH2:41][CH3:42])[CH2:39][OH:40]>>[OH:40][CH2:39][C@H:38]([NH:37][C:32](=[O:33])[C:31]1[CH:30]=[CH:29][C:28]([S:27][CH2:26][C:16]2[C:17]3[CH2:18][CH2:19][CH2:20][C:21](=[O:25])[C:22]=3[CH:23]=[CH:24][C:15]=2[O:14][C@@H:7]([C:8]2[CH:13]=[CH:12][CH:11]=[CH:10][CH:9]=2)[CH2:6][N:1]2[CH:5]=[CH:4][N:3]=[CH:2]2)=[CH:36][CH:35]=1)[CH2:41][CH3:42]. Procedure: Using the method in Example 172, 4-{[(2-{[(1S)-2-(1H-imidazol-1-yl)-1-phenylethyl]oxy}-5-oxo-5,6,7,8-tetrahydro-1-naphthalenyl)methyl]sulfanyl}benzoic acid (50 mg, 0.10 mmol, 0.20M in DMF) and (R)-2-amino-1-butanol (45 mg, 0.50 mmol, 1.0M in DMF) were combined to give 53 mg of the desired compound: Low resolution mass spectrum (LC-MS, APCI) m/z 570 [M+H]+. The reactants are C1(CCCC1)C1=NC(=CC(=C1)C1=NC(=NO1)C1=CC(=C(C(=C1)C)OC[C@H]1OC1)CC)OC ((S)-5-(2-cyclopentyl-6-methoxypyridin-4-yl)-3-(3-ethyl-5-methyl-4-(oxiran-2-ylmethoxy)phenyl)-1,2,4-oxadiazole), Cl.C(C)OC(CN)=O (glycine ethylester hydrochloride), Cl (hydrochloride), C([O-])([O-])=O (carbonate), CCN(C(C)C)C(C)C (DIPEA). Solvent: CO (methanol), C(Cl)Cl (DCM). The product is C(C)OC(CNC[C@@H](COC1=C(C=C(C=C1C)C1=NOC(=N1)C1=CC(=NC(=C1)OC)C1CCCC1)CC)O)=O ((S)-2-((3-(4-(5-(2-cyclopentyl-6-methoxypyridin-4-yl)-1,2,4-oxadiazol-3-yl)-2-ethyl-6-methylphenoxy)-2-hydroxypropyl)amino)acetic acid ethyl ester). Yield: 9.7%. Reaction SMILES: [CH:1]1([C:6]2[CH:11]=[C:10]([C:12]3[O:16][N:15]=[C:14]([C:17]4[CH:22]=[C:21]([CH3:23])[C:20]([O:24][CH2:25][C@@H:26]5[CH2:28][O:27]5)=[C:19]([CH2:29][CH3:30])[CH:18]=4)[N:13]=3)[CH:9]=[C:8]([O:31][CH3:32])[N:7]=2)[CH2:5][CH2:4][CH2:3][CH2:2]1.Cl.[CH2:34]([O:36][C:37](=[O:40])[CH2:38][NH2:39])[CH3:35].Cl.C(=O)([O-])[O-].CCN(C(C)C)C(C)C>CO.C(Cl)Cl>[CH2:34]([O:36][C:37](=[O:40])[CH2:38][NH:39][CH2:28][C@H:26]([OH:27])[CH2:25][O:24][C:20]1[C:21]([CH3:23])=[CH:22][C:17]([C:14]2[N:13]=[C:12]([C:10]3[CH:9]=[C:8]([O:31][CH3:32])[N:7]=[C:6]([CH:1]4[CH2:2][CH2:3][CH2:4][CH2:5]4)[CH:11]=3)[O:16][N:15]=2)=[CH:18][C:19]=1[CH2:29][CH3:30])[CH3:35] |f:1.2|. Reported procedure: A solution of (S)-5-(2-cyclopentyl-6-methoxypyridin-4-yl)-3-(3-ethyl-5-methyl-4-(oxiran-2-ylmethoxy)phenyl)-1,2,4-oxadiazole (500 mg, 1.15 mmol), glycine ethylester hydrochloride (320 mg, 2.30 mmol), of which the hydrochloride was removed by filtration over a carbonate loaded silica resin prior to use, and DIPEA (0.2 mL) in methanol (3 mL) is stirred at 60° C. for 3 days. The mixture is diluted with DCM and washed with sat. aq. NaHCO3 solution. The aq. phase is extracted once with DCM. The combi... Starting materials: C([C@H](O)[C@@H](O)C(=O)O)(=O)O (L-Tartaric acid), OC(CCN(CC1=C(C=C(C=C1)Cl)Cl)CC1CNC1)(C)C (N-(3-hydroxy-3-methylbutyl)-N-{[2,4-dichlorophenyl]-methyl}-azetidine-3-yl-methylamine). Solvent: CO (methanol). Reaction conditions: time 1.5 hour. Yields the product C(=O)(O)[C@H](O)[C@@H](O)C(=O)O.OC(CCN(CC1=C(C=C(C=C1)Cl)Cl)CC1CNC1)(C)C (N-(3-Hydroxy-3-methylbutyl)-N-{[2,4-dichlorophenyl]-methyl}-azetidine-3-yl-methylamine L-Tartrate). Yield: 91.9%. Reaction SMILES: [C:1]([OH:10])(=[O:9])[C@@H:2]([C@H:4]([C:6]([OH:8])=[O:7])[OH:5])[OH:3].[OH:11][C:12]([CH3:31])([CH3:30])[CH2:13][CH2:14][N:15]([CH2:25][CH:26]1[CH2:29][NH:28][CH2:27]1)[CH2:16][C:17]1[CH:22]=[CH:21][C:20]([Cl:23])=[CH:19][C:18]=1[Cl:24]>CO>[C:6]([C@@H:4]([C@H:2]([C:1]([OH:10])=[O:9])[OH:3])[OH:5])([OH:8])=[O:7].[OH:11][C:12]([CH3:31])([CH3:30])[CH2:13][CH2:14][N:15]([CH2:25][CH:26]1[CH2:29][NH:28][CH2:27]1)[CH2:16][C:17]1[CH:22]=[CH:21][C:20]([Cl:23])=[CH:19][C:18]=1[Cl:24] |f:3.4|. Procedure: L-Tartaric acid (31.2 mg, 0.208 mmol) is added to a solution of N-(3-hydroxy-3-methylbutyl)-N-{[2,4-dichlorophenyl]-methyl}-azetidine-3-yl-methylamine (69 mg, 0.208 mmol) in methanol (2 mL). The solution is stirred for 1.5 h at ambient temperature and concentrated. The solid is dried in a vacuum oven at 45° C. overnight to yield (92 mg, 92%) of the title product. 1H NMR (400 MHz, CD3OD) δH: 7.50-7.48 (2H, m), 7.37-7.35 (1H, m), 4.5 (2H, s), 4.13-4.08 (2H, m), 3.81-3.76 (2H, m), 3.69 (2H, s), 3.2... As a reaction SMILES: [C:1](=[O:2])([n:3]1[cH:4][cH:5][n:6][cH:7]1)[n:8]1[cH:9][cH:10][n:11][cH:12]1.[CH3:33][c:34]1[c:35]([CH2:40][N:41]([CH:42]2[CH2:43][CH2:44][NH:45][CH2:46][CH2:47]2)[CH2:48][c:49]2[n:50][cH:51][cH:52][cH:53][c:54]2[CH3:55])[n:36][cH:37][cH:38][cH:39]1.[CH:24]([N:25]([CH2:26][CH3:27])[CH:28]([CH3:29])[CH3:30])([CH3:31])[CH3:32].[NH2:13][c:14]1[n:15][c:16]2[c:17]([n:18]1[CH3:19])[cH:20][cH:21][cH:22][cH:23]2.[O:56]=[CH:57][N:58]([CH3:59])[CH3:60]>>[C:1](=[O:2])([NH:13][c:14]1[n:15][c:16]2[c:17]([n:18]1[CH3:19])[cH:20][cH:21][cH:22][cH:23]2)[N:45]1[CH2:44][CH2:43][CH:42]([N:41]([CH2:40][c:35]2[c:34]([CH3:33])[cH:39][cH:38][cH:37][n:36]2)[CH2:48][c:49]2[n:50][cH:51][cH:52][cH:53][c:54]2[CH3:55])[CH2:47][CH2:46]1. Starting materials: O=C(n1ccnc1)n1ccnc1, Cc1cccnc1CN(Cc1ncccc1C)C1CCNCC1, CCN(C(C)C)C(C)C, Cn1c(N)nc2ccccc21, CN(C)C=O. Product: Cc1cccnc1CN(Cc1ncccc1C)C1CCN(C(=O)Nc2nc3ccccc3n2C)CC1. Starting materials: C(C1=CC=CC=C1)N1CCC(CC1)CCC(C1=CC=C(C=C1)F)=O (1-benzyl-4-[2-(4-fluorobenzoyl)ethyl]piperidine), N1CCCC1 (pyrrolidine), C(O)([O-])=O.[Na+] (sodium hydrogen carbonate). The solvent is C(C)(=O)OCC (ethyl acetate). Conditions: temperature 150 celsius. The product is C(C1=CC=CC=C1)N1CCC(CC1)CCC(C1=CC=C(C=C1)N1CCCC1)=O (1-Benzyl-4-[2-(4-pyrrolidinobenzoyl)ethyl]piperidine). Reaction SMILES: [CH2:1]([N:8]1[CH2:13][CH2:12][CH:11]([CH2:14][CH2:15][C:16](=[O:24])[C:17]2[CH:22]=[CH:21][C:20](F)=[CH:19][CH:18]=2)[CH2:10][CH2:9]1)[C:2]1[CH:7]=[CH:6][CH:5]=[CH:4][CH:3]=1.[NH:25]1[CH2:29][CH2:28][CH2:27][CH2:26]1.C(=O)([O-])O.[Na+]>C(OCC)(=O)C>[CH2:1]([N:8]1[CH2:13][CH2:12][CH:11]([CH2:14][CH2:15][C:16](=[O:24])[C:17]2[CH:22]=[CH:21][C:20]([N:25]3[CH2:29][CH2:28][CH2:27][CH2:26]3)=[CH:19][CH:18]=2)[CH2:10][CH2:9]1)[C:2]1[CH:7]=[CH:6][CH:5]=[CH:4][CH:3]=1 |f:2.3|. Procedure details: A mixture consisting of 0.5 g of 1-benzyl-4-[2-(4-fluorobenzoyl)ethyl]piperidine and 2 ml of pyrrolidine was heated at 150° C. for 24 hours and the reaction mixture was subjected to distribution between ethyl acetate and saturated aqueous sodium hydrogen carbonate solution. The organic layer was dried and the solvent was distilled off. The residue was recrystallized from ethyl acetate to give 0.7 g of colorless crystals melting at 144°-145° C.